The task is: describe an organic reaction: reactants, conditions, products, and yield. This data is from the Open Reaction Database (ORD), a public repository of structured organic reaction records. Starting materials: CC(C)(C)OC(=O)N1CCC(n2cc(B3OC(C)(C)C(C)(C)O3)cn2)CC1, COCCOC, Nc1ncc(I)c2cc(Cl)oc12, [K+], [K+], N#N, O=C([O-])[O-], O, c1ccc(P(c2ccccc2)(c2ccccc2)[Pd](P(c2ccccc2)(c2ccccc2)c2ccccc2)(P(c2ccccc2)(c2ccccc2)c2ccccc2)P(c2ccccc2)(c2ccccc2)c2ccccc2)cc1. Product: CC(C)(C)OC(=O)N1CCC(n2cc(-c3cnc(N)c4oc(Cl)cc34)cn2)CC1. Reaction SMILES: [CH3:13][C:14]1([CH3:15])[C:16]([CH3:17])([CH3:18])[O:19][B:20]([c:21]2[cH:22][n:23][n:24]([CH:26]3[CH2:27][CH2:28][N:29]([C:32](=[O:33])[O:34][C:35]([CH3:36])([CH3:37])[CH3:38])[CH2:30][CH2:31]3)[cH:25]2)[O:39]1.[CH3:48][O:49][CH2:50][CH2:51][O:52][CH3:53].[Cl:1][c:2]1[cH:3][c:4]2[c:5]([c:6]([NH2:11])[n:7][cH:8][c:9]2[I:10])[o:12]1.[K+:42].[K+:43].[N:40]#[N:41].[O-:44][C:45]([O-:46])=[O:47].[OH2:54].[cH:55]1[cH:56][cH:57][c:58]([P:59]([Pd:60]([P:61]([c:62]2[cH:63][cH:64][cH:65][cH:66][cH:67]2)([c:68]2[cH:69][cH:70][cH:71][cH:72][cH:73]2)[c:74]2[cH:75][cH:76][cH:77][cH:78][cH:79]2)([P:80]([c:81]2[cH:82][cH:83][cH:84][cH:85][cH:86]2)([c:87]2[cH:88][cH:89][cH:90][cH:91][cH:92]2)[c:93]2[cH:94][cH:95][cH:96][cH:97][cH:98]2)[P:99]([c:100]2[cH:101][cH:102][cH:103][cH:104][cH:105]2)([c:106]2[cH:107][cH:108][cH:109][cH:110][cH:111]2)[c:112]2[cH:113][cH:114][cH:115][cH:116][cH:117]2)([c:118]2[cH:119][cH:120][cH:121][cH:122][cH:123]2)[c:124]2[cH:125][cH:126][cH:127][cH:128][cH:129]2)[cH:130][cH:131]1>>[Cl:1][c:2]1[cH:3][c:4]2[c:5]([c:6]([NH2:11])[n:7][cH:8][c:9]2-[c:21]2[cH:22][n:23][n:24]([CH:26]3[CH2:27][CH2:28][N:29]([C:32](=[O:33])[O:34][C:35]([CH3:36])([CH3:37])[CH3:38])[CH2:30][CH2:31]3)[cH:25]2)[o:12]1. Reported procedure: Cyclobutyl-[6-(1H-indol-3-yl)-6H-phenanthridin-5-yl]-methanone was prepared from phenanthridine, cyclobutanecarboxylic acid chloride, and indole according to GP 2. Yield, 11%. 1H-NMR (DMSO-d6): δ=1.48-1.62 (m, 1H), 1.65-2.02 (m, 3H), 2.15-2.41 (m, 2H), 3.49-3.66 (m, 1H), 6.07 (s, br., 1H), 6.92-7.07 (m, 3H), 7.16 (t, J≈7.5 Hz, 1H), 7.19-7.30 (m, 3H), 7.35-7.42 (m, 1H), 7.43-7.52 (m, 2H), 7.68 (d, J=6.7 Hz, 1H), 7.92 (d, J=7.4 Hz, 1H), 8.01 (d, J=7.3 Hz, 1H), 10.62 (s, 1H); (+)-ESI-MS: m/z=379 [M... The reactants are M-indole, C1=CC=CC2=NC=C3C=CC=CC3=C12 (phenanthridine), C1(CCC1)C(=O)Cl (cyclobutanecarboxylic acid chloride), N1C=CC2=CC=CC=C12 (indole). As a reaction SMILES: [CH:1]1[C:14]2[C:5](=[N:6][CH:7]=[C:8]3[C:13]=2[CH:12]=[CH:11][CH:10]=[CH:9]3)[CH:4]=[CH:3][CH:2]=1.[CH:15]1([C:19](Cl)=[O:20])[CH2:18][CH2:17][CH2:16]1.[NH:22]1[C:30]2[C:25](=[CH:26][CH:27]=[CH:28][CH:29]=2)[CH:24]=[CH:23]1>>[CH:15]1([C:19]([N:6]2[CH:7]([C:24]3[C:25]4[C:30](=[CH:29][CH:28]=[CH:27][CH:26]=4)[NH:22][CH:23]=3)[C:8]3[C:13](=[CH:12][CH:11]=[CH:10][CH:9]=3)[C:14]3[CH:1]=[CH:2][CH:3]=[CH:4][C:5]2=3)=[O:20])[CH2:18][CH2:17][CH2:16]1. Yields the product C1(CCC1)C(=O)N1C=2C=CC=CC2C2=CC=CC=C2C1C1=CNC2=CC=CC=C12 (Cyclobutyl-[6-(1H-indol-3-yl)-6H-phenanthridin-5-yl]-methanone). Starting materials: OS(=O)(=O)O (H2SO4), N([C@@H](CC(N)=O)C(=O)O)C(=O)OCC1=CC=CC=C1 (Cbz-Asn-OH), C(C1=CC=CC=C1)(C1=CC=CC=C1)(C1=CC=CC=C1)O (trityl alcohol), C(C)(=O)OC(C)=O (acetic anhydride). Run in C(C)(=O)O (acetic acid), O (H2O). Conditions: temperature 50 celsius, time 1 hour. The product is N([C@@H](CC(NC(C1=CC=CC=C1)(C1=CC=CC=C1)C1=CC=CC=C1)=O)C(=O)O)C(=O)OCC1=CC=CC=C1 (Cbz-Asn(Trt)-OH). Yield: 68.0%. RXN SMILES: OS(O)(=O)=O.[NH:6]([C:15]([O:17][CH2:18][C:19]1[CH:24]=[CH:23][CH:22]=[CH:21][CH:20]=1)=[O:16])[C@H:7]([C:12]([OH:14])=[O:13])[CH2:8][C:9](=[O:11])[NH2:10].[C:25](O)([C:38]1[CH:43]=[CH:42][CH:41]=[CH:40][CH:39]=1)([C:32]1[CH:37]=[CH:36][CH:35]=[CH:34][CH:33]=1)[C:26]1[CH:31]=[CH:30][CH:29]=[CH:28][CH:27]=1.C(OC(=O)C)(=O)C>C(O)(=O)C.O>[NH:6]([C:15]([O:17][CH2:18][C:19]1[CH:20]=[CH:21][CH:22]=[CH:23][CH:24]=1)=[O:16])[C@H:7]([C:12]([OH:14])=[O:13])[CH2:8][C:9](=[O:11])[NH:10][C:25]([C:26]1[CH:31]=[CH:30][CH:29]=[CH:28][CH:27]=1)([C:38]1[CH:39]=[CH:40][CH:41]=[CH:42][CH:43]=1)[C:32]1[CH:33]=[CH:34][CH:35]=[CH:36][CH:37]=1. Reported procedure: Concentrated H2SO4 (0.2 ml) was added to a solution of Cbz-Asn-OH (10 g, 37.6 mmol), trityl alcohol (20 g, 75.2 mmol), and acetic anhydride (7.1 ml, 75.2 mmol) in acetic acid (114 ml) and the reaction was stirred for 1 hour at 50° C. The solution was cooled and slowly added to 1.0 L of cold H2O. The white precipitate was filtered, dissolved in EthOAc (250 ml), washed with H2O, dried over Na2SO4 and filtered. The resulting white solid was crystallized from EthOAc/hexane to give 13 g (68%) of a wh... Reported procedure: In a pilot scale reaction 200 kilograms (kg) of chloro-ortho-xylene (a mixture of 3-chloro-ortho-xylene and 4-chloro-ortho-xylene), 780 kg of acetic acid, 3.5 kg (1.0 mol %) cobalt acetate tetrahydrate, 1.7.5 kg (0.5 mol %) manganese acetate tetrahydrate, 0.4 kg (0.05 mol %) zirconium acetate solution, 1.75 kg (1.5 mol %) sodium acetate and varying amounts of sodium bromide were combined. The amount of sodium bromide was varied by example as shown in Table 2. The reactor was filled with nitrogen... Run in O (water), O (water), C(C)(=O)O (acetic acid). Starting materials: ClC1=C(C(=CC=C1)C)C (chloro-ortho-xylene), O=O (O2), ClC1=C(C(=CC=C1)C)C (3-chloro-ortho-xylene), ClC=1C=C(C(=CC1)C)C (4-chloro-ortho-xylene), 1.7.5, C(C)(=O)[O-].[Na+] (sodium acetate), diacid, [Br-].[Na+] (sodium bromide), [Br-].[Na+] (sodium bromide). Yields the product ClC1=C2C(C(=O)OC2=O)=CC=C1 (chlorophthalic anhydride). RXN SMILES: [Cl:1][C:2]1[CH:7]=[CH:6][CH:5]=[C:4](C)[C:3]=1C.ClC1C=C(C)C(C)=CC=1.[C:19]([O-:22])(=[O:21])[CH3:20].[Na+].[Br-].[Na+].[O:26]=O>O.O.O.O.C([O-])(=O)C.[Co+2].C([O-])(=O)C.O.O.O.O.C([O-])(=O)C.[Mn+2].C([O-])(=O)C.C([O-])(=O)C.[Zr+4].C([O-])(=O)C.C([O-])(=O)C.C([O-])(=O)C.O.C(O)(=O)C>[Cl:1][C:2]1[CH:7]=[CH:6][CH:5]=[C:20]2[C:19]([O:22][C:4](=[O:26])[C:3]=12)=[O:21] |f:2.3,4.5,7.8.9.10.11.12.13,14.15.16.17.18.19.20,21.22.23.24.25|. Run at temperature 160 celsius, time 1 hour. The reagents and catalysts are O.O.O.O.C(C)(=O)[O-].[Co+2].C(C)(=O)[O-] (cobalt acetate tetrahydrate), O.O.O.O.C(C)(=O)[O-].[Mn+2].C(C)(=O)[O-] (manganese acetate tetrahydrate), C(C)(=O)[O-].[Zr+4].C(C)(=O)[O-].C(C)(=O)[O-].C(C)(=O)[O-] (zirconium acetate). The reactants are C(C)(=O)OC1=C(C(=O)Cl)C=C(C=C1Cl)Cl (2-acetoxy-3,5-dichlorobenzoic acid chloride), Cl.C(C)OC([C@@H](N)CC1=CC=CC=C1)=O (phenylalanine ethyl ester hydrochloride), acid chloride, C(C(=O)Cl)(=O)Cl (oxalyl chloride). The solvent is C(C)N(CC)CC (triethylamine). Product: ethyl ester, C(C)(=O)OC1=C(C(=O)N[C@@H](CC2=CC=CC=C2)C(=O)O)C=C(C=C1Cl)Cl (N-(2-acetoxy-3,5-dichlorobenzoyl)-L-phenylalanine). RXN SMILES: C(Cl)(=O)C(Cl)=O.[C:7]([O:10][C:11]1[C:19]([Cl:20])=[CH:18][C:17]([Cl:21])=[CH:16][C:12]=1[C:13](Cl)=[O:14])(=[O:9])[CH3:8].Cl.C([O:25][C:26](=[O:36])[C@H:27]([CH2:29][C:30]1[CH:35]=[CH:34][CH:33]=[CH:32][CH:31]=1)[NH2:28])C>C(N(CC)CC)C>[C:7]([O:10][C:11]1[C:19]([Cl:20])=[CH:18][C:17]([Cl:21])=[CH:16][C:12]=1[C:13]([NH:28][C@H:27]([C:26]([OH:36])=[O:25])[CH2:29][C:30]1[CH:35]=[CH:34][CH:33]=[CH:32][CH:31]=1)=[O:14])(=[O:9])[CH3:8] |f:2.3|. Reported procedure: In one non-limiting example of a synthesis method for N-(2-hydroxy-3,5-dichlorobenzoyl)-L-phenylalanine, synthesis begins with reaction of 3,5-dichlorosalicylic acid with acetic anhydride to obtain 2-acetoxy-3,5-dichlorobenzoic acid which in turn is converted into the acid chloride by the action of oxalyl chloride. The 2-acetoxy-3,5-dichlorobenzoic acid chloride is then reacted in situ with phenylalanine ethyl ester hydrochloride, in the presence of triethylamine, to yield ethyl ester of N-(2-ac...